From a dataset of the Open Reaction Database (ORD), a public repository of structured organic reaction records. describe an organic reaction: reactants, conditions, products, and yield The reactants are C(C1=CC=CC=C1)(=O)N=C=S (Benzoyl isothiocyanate), BrC=1C(=C(C(=NC1)N)Cl)OC1=C(C=CC=C1F)F (5-bromo-3-chloro-4-(2,6-difluorophenoxy)pyridin-2-amine). The solvent is ClCCl (dichloromethane), hexanes. Conditions: time 1 hour. Product: BrC=1C(=C(C(=NC1)NC(=S)NC(C1=CC=CC=C1)=O)Cl)OC1=C(C=CC=C1F)F (N-(5-bromo-3-chloro-4-(2,6-difluorophenoxy)pyridin-2-ylcarbamothioyl)benzamide). As a reaction SMILES: [C:1]([N:9]=[C:10]=[S:11])(=[O:8])[C:2]1[CH:7]=[CH:6][CH:5]=[CH:4][CH:3]=1.[Br:12][C:13]1[C:14]([O:21][C:22]2[C:27]([F:28])=[CH:26][CH:25]=[CH:24][C:23]=2[F:29])=[C:15]([Cl:20])[C:16]([NH2:19])=[N:17][CH:18]=1>ClCCl>[Br:12][C:13]1[C:14]([O:21][C:22]2[C:27]([F:28])=[CH:26][CH:25]=[CH:24][C:23]=2[F:29])=[C:15]([Cl:20])[C:16]([NH:19][C:10]([NH:9][C:1](=[O:8])[C:2]2[CH:7]=[CH:6][CH:5]=[CH:4][CH:3]=2)=[S:11])=[N:17][CH:18]=1. Procedure: Benzoyl isothiocyanate (163 mg, 1.0 mmol) is added to a solution of 5-bromo-3-chloro-4-(2,6-difluorophenoxy)pyridin-2-amine (336 mg, 1.0 mmol) in dichloromethane (20 mL) at 0° C. The reaction mixture is warmed to room temperature and stirred for one hour. The reaction mixture is diluted with hexanes and filtered to afford N-(5-bromo-3-chloro-4-(2,6-difluorophenoxy)pyridin-2-ylcarbamothioyl)benzamide. The reactants are [BH4-].[Na+] (NaBH4), Cl (HCl), C(=O)(O)CCCCCCC1C(CC(C1SCC(C1=CC=C(C=C1)C)(C)O)O)=O (2-(6-carboxyhexyl)-3-(2-hydroxy-2-methyl-2-p-tolylethylthio)-4-hydroxy-cyclopentanone), ice water. Reagents/catalysts: O (water). Run in CO (methanol). Product: C(=O)(O)CCCCCCC1C(CC(C1SCC(C1=CC=C(C=C1)C)O)O)=O (2-(6-carboxyhexyl)-3-(2-hydroxy-2-p-tolylethylthio)-4-hydroxycyclopentanone). As a reaction SMILES: [C:1]([CH2:4][CH2:5][CH2:6][CH2:7][CH2:8][CH2:9][CH:10]1[CH:14]([S:15][CH2:16][C:17]([OH:26])(C)[C:18]2[CH:23]=[CH:22][C:21]([CH3:24])=[CH:20][CH:19]=2)[CH:13]([OH:27])[CH2:12][C:11]1=[O:28])([OH:3])=[O:2].[BH4-].[Na+].Cl>CO.O>[C:1]([CH2:4][CH2:5][CH2:6][CH2:7][CH2:8][CH2:9][CH:10]1[CH:14]([S:15][CH2:16][CH:17]([OH:26])[C:18]2[CH:19]=[CH:20][C:21]([CH3:24])=[CH:22][CH:23]=2)[CH:13]([OH:27])[CH2:12][C:11]1=[O:28])([OH:3])=[O:2] |f:1.2|. Reported procedure: 2 g of 2-(6-carboxyhexyl)-3-(2-hydroxy-2-methyl-2-p-tolylethylthio)-4-hydroxy-cyclopentanone is dissolved in 50 ml methanol, two drops of water are added and with cooling by ice and agitating 1.5 g NaBH4 is added during 2 hours. After addition of 50 ml ice-water the mixture is acidified with aqueous HCl and extracted three times with respectively 50 ml portions of dimethylether. The combined organic phases are washed three times with a saturated aqueous NaCl-solution, dried over Na2SO4, filtered...